This data is from the Open Reaction Database (ORD), a public repository of structured organic reaction records. The task is: describe an organic reaction: reactants, conditions, products, and yield The product is FC(C1=NN(C=C1)CC(C#N)(C#N)CCC(F)(F)F)(F)F ({[3-(trifluoromethyl)-1H-pyrazole-1-yl]methyl}(3,3,3-trifluoropropyl) malononitrile). RXN SMILES: Cl[CH2:2][N:3]1[CH:7]=[CH:6][C:5]([C:8]([F:11])([F:10])[F:9])=[N:4]1.[F:12][C:13]([F:22])([F:21])[CH2:14][CH2:15][CH:16]([C:19]#[N:20])[C:17]#[N:18].C(=O)([O-])[O-].[K+].[K+].O>CN(C)C=O>[F:9][C:8]([F:11])([F:10])[C:5]1[CH:6]=[CH:7][N:3]([CH2:2][C:16]([CH2:15][CH2:14][C:13]([F:12])([F:21])[F:22])([C:17]#[N:18])[C:19]#[N:20])[N:4]=1 |f:2.3.4|. Reported procedure: 1.44 g of 1-(chloromethyl)-3-(trifluoromethyl)-1H-pyrazole and 1.30 g of (3,3,3-trifluoropropyl) malononitrile were dissolved in 16 ml of N,N-dimethylformamide. 2.21 g of potassium carbonate was added to the solution under ice cooling with stirring, followed by stirring at room temperature for overnight. Water was added to the reaction mixture, and then extracted with MTBE. The organic layer was washed with water, dried over anhydrous magnesium sulfate, filtered, and concentrated under reduced p... The solvent is CN(C=O)C (N,N-dimethylformamide). Yield: 35.9%. The reactants are O (Water), ClCN1N=C(C=C1)C(F)(F)F (1-(chloromethyl)-3-(trifluoromethyl)-1H-pyrazole), FC(CCC(C#N)C#N)(F)F ((3,3,3-trifluoropropyl) malononitrile), C([O-])([O-])=O.[K+].[K+] (potassium carbonate).